This data is from the Open Reaction Database (ORD), a public repository of structured organic reaction records. The task is: describe an organic reaction: reactants, conditions, products, and yield The reactants are O=[N+]([O-])c1ccc(Br)cc1F, CN(C)C=O, CCN(C(C)C)C(C)C, NC1CCN(C2CCOCC2)CC1, O. The product is O=[N+]([O-])c1ccc(Br)cc1NC1CCN(C2CCOCC2)CC1. Reaction SMILES: [Br:1][c:2]1[cH:3][c:4]([F:11])[c:5]([N+:8](=[O:9])[O-:10])[cH:6][cH:7]1.[CH3:34][N:35]([CH3:36])[CH:37]=[O:38].[CH:25]([N:26]([CH:27]([CH3:28])[CH3:29])[CH2:30][CH3:31])([CH3:32])[CH3:33].[O:12]1[CH2:13][CH2:14][CH:15]([N:18]2[CH2:19][CH2:20][CH:21]([NH2:24])[CH2:22][CH2:23]2)[CH2:16][CH2:17]1.[OH2:39]>>[Br:1][c:2]1[cH:3][c:4]([NH:24][CH:21]2[CH2:20][CH2:19][N:18]([CH:15]3[CH2:14][CH2:13][O:12][CH2:17][CH2:16]3)[CH2:23][CH2:22]2)[c:5]([N+:8](=[O:9])[O-:10])[cH:6][cH:7]1. Reactants: CCOC(=O)CBr, O=C([O-])[O-], CC(C)=O, [I-], [K+], [K+], [K+], CNC(=O)Cc1ccccc1O. The product is CCOC(=O)COc1ccccc1CC(=O)NC. As a reaction SMILES: [Br:19][CH2:20][C:21](=[O:22])[O:23][CH2:24][CH3:25].[C:1](=[O:2])([O-:3])[O-:4].[CH3:28][C:29](=[O:30])[CH3:31].[I-:27].[K+:26].[K+:5].[K+:6].[OH:7][c:8]1[c:9]([CH2:14][C:15](=[O:16])[NH:17][CH3:18])[cH:10][cH:11][cH:12][cH:13]1>>[O:7]([c:8]1[c:9]([CH2:14][C:15](=[O:16])[NH:17][CH3:18])[cH:10][cH:11][cH:12][cH:13]1)[CH2:20][C:21](=[O:22])[O:23][CH2:24][CH3:25].